Dataset: the Open Reaction Database (ORD), a public repository of structured organic reaction records. Task: describe an organic reaction: reactants, conditions, products, and yield Starting materials: CN(CCO)Cc1ccccc1, CS(C)=O, CCN(C(C)C)C(C)C, ClCCl. The product is CN(CC=O)Cc1ccccc1. RXN SMILES: [CH2:1]([c:2]1[cH:3][cH:4][cH:5][cH:6][cH:7]1)[N:8]([CH2:9][CH2:10][OH:11])[CH3:12].[CH3:22][S:23]([CH3:24])=[O:25].[CH:13]([N:14]([CH2:15][CH3:16])[CH:17]([CH3:18])[CH3:19])([CH3:20])[CH3:21].[Cl:26][CH2:27][Cl:28]>>[CH2:1]([c:2]1[cH:3][cH:4][cH:5][cH:6][cH:7]1)[N:8]([CH2:9][CH:10]=[O:11])[CH3:12].